Dataset: the Open Reaction Database (ORD), a public repository of structured organic reaction records. Task: describe an organic reaction: reactants, conditions, products, and yield The reactants are CCN(C(C)C)C(C)C (DIEA), N1([C@@H](CC2=CC=CC=C2C1)C(=O)O)C(=O)OC(C)(C)C (Boc-L-Tic-OH), ClC1=CC=C(C=C1)C[C@H](C(N1CCN(CC1)C1=NC=CC=C1)=O)NC(=O)OC(C)(C)C (N-{(1R)-1-[(4-Chlorophenyl)methyl]-2-oxo-2-(4-(2-pyridyl)piperazinyl)ethyl}(tert-butoxy)carboxamide), C1=CC2=C(N=C1)N(N=N2)O (HOAT), Cl (HCl), CCN=C=NCCCN(C)C.CI (1-(3-dimethylaminopropyl)-3-ethylcarbodiimide methiodide). The solvent is CN(C)C=O (DMF), CCOC(=O)C (EtOAc). Yields the product ClC1=CC=C(C=C1)C[C@H](C(N1CCN(CC1)C1=NC=CC=C1)=O)NC(=O)[C@H]1N(CC2=CC=CC=C2C1)C(=O)OC(C)(C)C (tert-Butyl 3-(N-{(1R)-1-[(4-chlorophenyl)methyl]-2-oxo-2-(4-(2-pyridyl)piperazinyl)ethyl}carbamoyl)(3S)-1,2,3,4-tetrahydroisoquinoline-2-carboxylate), ClC1=CC=C(C=C1)C[C@H](C(N1CCN(CC1)C1=NC=CC=C1)=O)NC(=O)[C@H]1NCC2=CC=CC=C2C1 (N-{(1R)-1-[(4-Chlorophenyl)methyl]-2-oxo-2-(4-(2-pyridyl)piperazinyl)Ethyl}((3S)(3-1,2,3,4-tetrahydroisoquinolyl))carboxamide). Isolated yield 152.1%. Reaction SMILES: [Cl:1][C:2]1[CH:7]=[CH:6][C:5]([CH2:8][C@@H:9]([NH:24][C:25]([O:27]C(C)(C)C)=O)[C:10](=[O:23])[N:11]2[CH2:16][CH2:15][N:14]([C:17]3[CH:22]=[CH:21][CH:20]=[CH:19][N:18]=3)[CH2:13][CH2:12]2)=[CH:4][CH:3]=1.Cl.CCN(C(C)C)C(C)C.[N:42]1([C:55]([O:57][C:58]([CH3:61])([CH3:60])[CH3:59])=[O:56])[CH2:51][C:50]2[C:45](=[CH:46][CH:47]=[CH:48][CH:49]=2)[CH2:44][C@H:43]1[C:52]([OH:54])=O.CCN=C=NCCCN(C)C.CI.C1C=NC2N(O)N=NC=2C=1>CN(C=O)C.CCOC(C)=O>[Cl:1][C:2]1[CH:7]=[CH:6][C:5]([CH2:8][C@@H:9]([NH:24][C:52]([C@@H:43]2[CH2:44][C:45]3[C:50](=[CH:49][CH:48]=[CH:47][CH:46]=3)[CH2:51][N:42]2[C:55]([O:57][C:58]([CH3:61])([CH3:60])[CH3:59])=[O:56])=[O:54])[C:10](=[O:23])[N:11]2[CH2:12][CH2:13][N:14]([C:17]3[CH:22]=[CH:21][CH:20]=[CH:19][N:18]=3)[CH2:15][CH2:16]2)=[CH:4][CH:3]=1.[Cl:1][C:2]1[CH:7]=[CH:6][C:5]([CH2:8][C@@H:9]([NH:24][C:25]([C@@H:43]2[CH2:44][C:45]3[C:50](=[CH:49][CH:48]=[CH:47][CH:46]=3)[CH2:51][NH:42]2)=[O:27])[C:10](=[O:23])[N:11]2[CH2:16][CH2:15][N:14]([C:17]3[CH:22]=[CH:21][CH:20]=[CH:19][N:18]=3)[CH2:13][CH2:12]2)=[CH:4][CH:3]=1 |f:4.5|. Reported procedure: tert-Butyl 3-(N-{(1R)-1-[(4-chlorophenyl)methyl]-2-oxo-2-(4-(2-pyridyl)piperazinyl)ethyl}carbamoyl)(3S)-1,2,3,4-tetrahydroisoquinoline-2-carboxylate was prepared from N-{(1R)-1-[(4-chlorophenyl)methyl]-2-oxo-2-(4-(2-pyridyl)piperazinyl)ethyl}(tert-butoxy)-carboxamide (Step 1) (800 mg, 1.80 mmol), following the procedure for Example 93, Step 2 using 25 mL of EtOAc satd with HCl for the first step, and DIEA (240 μl, 1.38 mmol), Boc-L-Tic-OH (340 mg, 1.2 mmol), 1-(3-dimethylaminopropyl)-3-ethylcarb... Starting materials: CC1(OCC(O1)COC1=C(C=C(C(=N)NO)C=C1C)C)C (rac-4-(2,2-dimethyl-[1,3]dioxolan-4-ylmethoxy)-N-hydroxy-3,5-dimethyl-benzamidine), OC1=C(C=C(C#N)C=C1C)OC (4-hydroxy-3-methoxy-5-methyl-benzonitrile), L-alpha-beta-isopropyliden glycerol. The product is CC1(OC[C@H](O1)COC1=C(C=C(C(=N)NO)C=C1C)OC)C ((R)-4-(2,2-Dimethyl-[1,3]dioxolan-4-ylmethoxy)-N-hydroxy-3-methoxy-5-methyl-benzamidine), oil. Reaction SMILES: [CH3:1][C:2]1([CH3:21])[O:6][CH:5]([CH2:7][O:8][C:9]2[C:18](C)=[CH:17][C:12]([C:13]([NH:15][OH:16])=[NH:14])=[CH:11][C:10]=2[CH3:20])[CH2:4][O:3]1.[OH:22][C:23]1C(C)=CC(C#N)=CC=1OC>>[CH3:21][C:2]1([CH3:1])[O:6][C@H:5]([CH2:7][O:8][C:9]2[C:10]([CH3:20])=[CH:11][C:12]([C:13]([NH:15][OH:16])=[NH:14])=[CH:17][C:18]=2[O:22][CH3:23])[CH2:4][O:3]1. Procedure details: The title compound is obtained as a beige oil (1.16 g) in analogy to rac-4-(2,2-dimethyl-[1,3]dioxolan-4-ylmethoxy)-N-hydroxy-3,5-dimethyl-benzamidine starting from 4-hydroxy-3-methoxy-5-methyl-benzonitrile and L-alpha-beta-isopropyliden glycerol; LC-MS: tR=0.65 min, [M+H]+=311.0. Starting materials: CC(c1ccccc1)N1CC(CCBr)(C(=O)OC(C)(C)C)C(C)C1=O, C[Si](C)(C)[N-][Si](C)(C)C, CCOC(C)=O, [Li+], C1CCOC1, O=C(O)CC(O)(CC(=O)O)C(=O)O. The product is CC(c1ccccc1)N1CC2(C(=O)OC(C)(C)C)CCC2(C)C1=O. Reaction SMILES: [C:11]([CH3:12])([CH3:13])([CH3:14])[O:15][C:16](=[O:17])[C:18]1([CH2:33][CH2:34][Br:35])[CH2:19][N:20]([CH:25]([CH3:26])[c:27]2[cH:28][cH:29][cH:30][cH:31][cH:32]2)[C:21](=[O:24])[CH:22]1[CH3:23].[CH3:1][Si:2]([CH3:3])([CH3:4])[N-:5][Si:6]([CH3:7])([CH3:8])[CH3:9].[CH3:49][CH2:50][O:51][C:52](=[O:53])[CH3:54].[Li+:10].[O:55]1[CH2:56][CH2:57][CH2:58][CH2:59]1.[OH:36][C:37]([CH2:38][C:39]([C:40](=[O:41])[OH:42])([CH2:43][C:44](=[O:45])[OH:46])[OH:47])=[O:48]>>[C:11]([CH3:12])([CH3:13])([CH3:14])[O:15][C:16](=[O:17])[C:18]12[CH2:19][N:20]([CH:25]([CH3:26])[c:27]3[cH:28][cH:29][cH:30][cH:31][cH:32]3)[C:21](=[O:24])[C:22]1([CH3:23])[CH2:34][CH2:33]2. Starting materials: C(C)(C)(C)OC(=O)N1CCN(CC1)C=1N(C2=CC=CC=C2C1C=O)C1=CC=C(C=C1)I (4-[3-formyl-1-(4-iodophenyl)-1H-indol-2-yl]-piperazine-1-carboxylic acid tert-butyl ester), C(#N)C1=CC=C(C=C1)B(O)O (4-cyanobenzeneboronic acid). Reagents/catalysts: C=1C=CC(=CC1)[P](C=2C=CC=CC2)(C=3C=CC=CC3)[Pd]([P](C=4C=CC=CC4)(C=5C=CC=CC5)C=6C=CC=CC6)([P](C=7C=CC=CC7)(C=8C=CC=CC8)C=9C=CC=CC9)[P](C=1C=CC=CC1)(C=1C=CC=CC1)C=1C=CC=CC1 (Pd(PPh3)4). Run in C(C)(=O)OCC (ethyl acetate), C1CCOC1 (THF). Reaction conditions: temperature 70 celsius, time 8 hour. Product: C(C)(C)(C)OC(=O)N1CCN(CC1)C=1N(C2=CC=CC=C2C1C=O)C1=CC=C(C=C1)C1=CC=C(C=C1)C#N (4-[1-(4′-cyanobiphenyl-4-yl)-3-formyl-1H-indol-2-yl]-piperazine-1-carboxylic acid tert-butyl ester). RXN SMILES: [C:1]([O:5][C:6]([N:8]1[CH2:13][CH2:12][N:11]([C:14]2[N:15]([C:25]3[CH:30]=[CH:29][C:28](I)=[CH:27][CH:26]=3)[C:16]3[C:21]([C:22]=2[CH:23]=[O:24])=[CH:20][CH:19]=[CH:18][CH:17]=3)[CH2:10][CH2:9]1)=[O:7])([CH3:4])([CH3:3])[CH3:2].[C:32]([C:34]1[CH:39]=[CH:38][C:37](B(O)O)=[CH:36][CH:35]=1)#[N:33]>C1COCC1.C(OCC)(=O)C.C1C=CC([P]([Pd]([P](C2C=CC=CC=2)(C2C=CC=CC=2)C2C=CC=CC=2)([P](C2C=CC=CC=2)(C2C=CC=CC=2)C2C=CC=CC=2)[P](C2C=CC=CC=2)(C2C=CC=CC=2)C2C=CC=CC=2)(C2C=CC=CC=2)C2C=CC=CC=2)=CC=1>[C:1]([O:5][C:6]([N:8]1[CH2:13][CH2:12][N:11]([C:14]2[N:15]([C:25]3[CH:30]=[CH:29][C:28]([C:37]4[CH:38]=[CH:39][C:34]([C:32]#[N:33])=[CH:35][CH:36]=4)=[CH:27][CH:26]=3)[C:16]3[C:21]([C:22]=2[CH:23]=[O:24])=[CH:20][CH:19]=[CH:18][CH:17]=3)[CH2:10][CH2:9]1)=[O:7])([CH3:4])([CH3:3])[CH3:2] |^1:57,59,78,97|. Reported procedure: A mixture of 4-[3-formyl-1-(4-iodophenyl)-1H-indol-2-yl]-piperazine-1-carboxylic acid tert-butyl ester (294 mg, 0.553 mmol) and Pd(PPh3)4 (32 mg, 0.0277 mmol) are placed in a side-armed test tube and flushed with N2. Tetrahydrofuran (6.0 mL) and 1M aq potassium carbonate (0.6 mL) are added followed by a solution of 4-cyanobenzeneboronic acid (122 mg, 0.830 mmol) in THF (2.0 mL). After stirring at 70° C. for 8 hr the reaction is cooled, then dissolved in ethyl acetate, washed with water (2×10 mL)... Reactants: ClC=1NC2=C(N1)C=CC=C2 (2-chlorobenzimidazole), CN1CCNCC1 (N-mehylpiperazine). Solvent: [OH-].[Na+] (sodium hydroxide). Reaction conditions: temperature 125 celsius, time 5 hour. Yields the product CN1CCN(CC1)C=1NC2=C(N1)C=CC=C2 (2-(4-methyl-1-piperazinyl)benzimidazole). The yield is 49.5%. Reaction SMILES: Cl[C:2]1[NH:3][C:4]2[CH:10]=[CH:9][CH:8]=[CH:7][C:5]=2[N:6]=1.[CH3:11][N:12]1[CH2:17][CH2:16][NH:15][CH2:14][CH2:13]1>[OH-].[Na+]>[CH3:11][N:12]1[CH2:17][CH2:16][N:15]([C:2]2[NH:3][C:4]3[CH:10]=[CH:9][CH:8]=[CH:7][C:5]=3[N:6]=2)[CH2:14][CH2:13]1 |f:2.3|. Procedure: A mixture of 2-chlorobenzimidazole (10.00 g) and N-mehylpiperazine (20.00 g) is stirred at 125° C. for 5 hours. A 10% aqueous sodium hydroxide (100 ml) is added to the reaction mixture, and the precipitated crystals are separated by filtration. The filtrate is extracted with chloroform, and the chloroform extract is evaporated to dryness to give the same crystals. The crystals are combined and recrystallized from water-methanol to give 2-(4-methyl-1-piperazinyl)benzimidazole (7.02 g) as colorles... Starting materials: N(=O)[O-].[Na+] (sodium nitrite), C([O-])(O)=O.[Na+] (sodium bicarbonate), COC(=O)C1=NC=CN=C1N (3-aminopyrazine-2-carboxylic acid methyl ester), BrBr (bromine). The solvent is O (water), Br (hydrobromic acid). Conditions: temperature 0 celsius. Yields the product BrC=1C(=NC=CN1)C(=O)OC (Methyl 3-bromopyrazine-2-carboxylate). Yield: 44.5%. RXN SMILES: [CH3:1][O:2][C:3]([C:5]1[C:10](N)=[N:9][CH:8]=[CH:7][N:6]=1)=[O:4].[Br:12]Br.N([O-])=O.[Na+].C(=O)(O)[O-].[Na+]>Br.O>[Br:12][C:10]1[C:5]([C:3]([O:2][CH3:1])=[O:4])=[N:6][CH:7]=[CH:8][N:9]=1 |f:2.3,4.5|. Reported procedure: To a rapidly stirring heterogeneous mixture of 3-aminopyrazine-2-carboxylic acid methyl ester (2.00 g, 13.1 mmol) in 48% hydrobromic acid (7.9 mL) cooled to 0° C. was added bromine (2.00 mL, 6.2 g, 38.8 mmol) dropwise over 5 minutes. Then a solution of sodium nitrite (2.27 g, 32.8 mmol) in 9.5 mL of water was added dropwise over 10 minutes. The reaction mixture was stirred at 0° C. for 15-30 minutes and then basified with 60 mL of saturated sodium bicarbonate solution and extracted with ethyl ac... Starting materials: C(=O)(OCC1=CC=CC=C1)NCCC(=O)O (N-carbobenzyloxy-β-alanine), CCN=C=NCCCN(C)C.Cl (WSC HCl), C=1C=CC2=C(C1)N=NN2O (HOBT), NCC1CC=2C(=C3C=CC(NC3=C(C2)C)=O)O1 (2-Aminomethyl-5-methyl-2,3,6,7-tetrahydrofuro-[2,3-f]quinoline-7-one). Run in CN(C=O)C (dimethylformamide). Reaction conditions: time 48 hour. The product is C(=O)(OCC1=CC=CC=C1)NCCC(=O)NCC1CC=2C(=C3C=CC(NC3=C(C2)C)=O)O1 (2-(Carbobenzyloxy-β-alanyl]aminomethyl-5-methyl-2,3,6,7-tetrahydrofuro-[2,3-f]quinoline-7-one). Yield: 46.1%. Reaction SMILES: [NH2:1][CH2:2][CH:3]1[O:17][C:6]2=[C:7]3[C:12](=[C:13]([CH3:15])[CH:14]=[C:5]2[CH2:4]1)[NH:11][C:10](=[O:16])[CH:9]=[CH:8]3.[C:18]([NH:28][CH2:29][CH2:30][C:31](O)=[O:32])([O:20][CH2:21][C:22]1[CH:27]=[CH:26][CH:25]=[CH:24][CH:23]=1)=[O:19].CCN=C=NCCCN(C)C.Cl.C1C=CC2N(O)N=NC=2C=1>CN(C)C=O>[C:18]([NH:28][CH2:29][CH2:30][C:31]([NH:1][CH2:2][CH:3]1[O:17][C:6]2=[C:7]3[C:12](=[C:13]([CH3:15])[CH:14]=[C:5]2[CH2:4]1)[NH:11][C:10](=[O:16])[CH:9]=[CH:8]3)=[O:32])([O:20][CH2:21][C:22]1[CH:27]=[CH:26][CH:25]=[CH:24][CH:23]=1)=[O:19] |f:2.3|. Procedure: 2-Aminomethyl-5-methyl-2,3,6,7-tetrahydrofuro-[2,3-f]quinoline-7-one (3.00 g, 13.0 mmol) was dissolved in dimethylformamide (200 ml). To this solution, N-carbobenzyloxy-β-alanine (4.40 g, 19.5 mmol), WSC-HCl (3.50 g, 19.5 mmol), and HOBT (1.00 g, 7.2 mmol) were added, and the mixture was stirred at room temperature for 48 hours. The reaction mixture was condensed under reduced pressure, and the residue was subjected to extraction using a solvent mixture (chloroform--methanol =4:1) combined with ... Reactants: CS(=O)(=O)C1=NN=C(S1)N=C=O (5-methylsulfonyl-1,3,4-thiadiazol-2-yl isocyanate), dimethyl acetal, C(C=C)NCC=O (2-allylaminoacetaldehyde). Solvent: C1=CC=CC=C1 (benzene), C1=CC=CC=C1 (benzene). Product: dimethyl acetal, C(C=C)N(C(=O)NC=1SC(=NN1)S(=O)(=O)C)CC=O (2-[1-allyl-3-(5-methylsulfonyl-1,3,4-thiadiazol-2-yl)ureido]acetaldehyde). RXN SMILES: [CH3:1][S:2]([C:5]1[S:9][C:8]([N:10]=[C:11]=[O:12])=[N:7][N:6]=1)(=[O:4])=[O:3].[CH2:13]([NH:16][CH2:17][CH:18]=[O:19])[CH:14]=[CH2:15]>C1C=CC=CC=1>[CH2:13]([N:16]([CH2:17][CH:18]=[O:19])[C:11]([NH:10][C:8]1[S:9][C:5]([S:2]([CH3:1])(=[O:4])=[O:3])=[N:6][N:7]=1)=[O:12])[CH:14]=[CH2:15]. Procedure: A mixture of 5-methylsulfonyl-1,3,4-thiadiazol-2-yl isocyanate dimer (0.05 mole), the dimethyl acetal of 2-allylaminoacetaldehyde (0.1 mole) and benzene (60 ml) are charged into a glass reaction vessel equipped with a mechanical stirrer and reflux condenser. The reaction mixture is heated at reflux for a period of about 15 minutes. After this time the mixture is stripped of benzene under reduced pressure to yield a solid product as the residue. The residue is then recrystallized to yield the des... Reactants: NC(C#N)C1=CC=C(C=C1)Cl (2-amino-2-(p-chlorophenyl)acetonitrile), C(=O)(OC)C#CC(=O)OC (dicarbomethoxyacetylene), C(C)OCC (diethyl ether). The solvent is CO.C(C)OCC (methanol diethyl ether). Yields the product Cl.NC1=C(NC(=C1C(=O)OC)C(=O)OC)C1=CC=C(C=C1)Cl (3-Amino-4,5-dicarbomethoxy-2-(p-chlorophenyl)pyrrole hydrochloride). RXN SMILES: [NH2:1][CH:2]([C:5]1[CH:10]=[CH:9][C:8]([Cl:11])=[CH:7][CH:6]=1)[C:3]#[N:4].[C:12]([C:16]#[C:17][C:18]([O:20][CH3:21])=[O:19])([O:14][CH3:15])=[O:13].C(OCC)C>CO.C(OCC)C>[ClH:11].[NH2:4][C:3]1[C:16]([C:12]([O:14][CH3:15])=[O:13])=[C:17]([C:18]([O:20][CH3:21])=[O:19])[NH:1][C:2]=1[C:5]1[CH:10]=[CH:9][C:8]([Cl:11])=[CH:7][CH:6]=1 |f:3.4,5.6|. Procedure details: Starting from 2-amino-2-(p-chlorophenyl)acetonitrile and dicarbomethoxyacetylene, the open-chain intermediate compound is obtained, m.p. 74°-76° C. (from diethyl ether). The title compound is obtained in a 48% overall yield, m.p. 216°-8° C. (from methanol/diethyl ether).